Dataset: the Open Reaction Database (ORD), a public repository of structured organic reaction records. Task: describe an organic reaction: reactants, conditions, products, and yield Starting materials: [OH-].[NH4+] (ammonium hydroxide), [Cl-].[NH4+] (ammonium chloride), [S-2].[Na+].[Na+] (sodium sulfide), C(C)OP(OCC)(=O)CNC1=C(C=C(C2=CC=CC=C12)[N+](=O)[O-])[N+](=O)[O-] ((2,4 dinitro-1-naphthylamino)-methanephosphonic acid diethyl ester). The solvent is O (water), C(C)O (ethanol). Product: C(C)OP(OCC)(=O)CNC1=C(C=C(C2=CC=CC=C12)[N+](=O)[O-])N ((2-Amino-4-nitro-1-naphthylamino)-methanephosphonic acid diethyl ester). Isolated yield 21.0%. Reaction SMILES: [CH2:1]([O:3][P:4]([CH2:9][NH:10][C:11]1[C:20]2[C:15](=[CH:16][CH:17]=[CH:18][CH:19]=2)[C:14]([N+:21]([O-:23])=[O:22])=[CH:13][C:12]=1[N+:24]([O-])=O)(=[O:8])[O:5][CH2:6][CH3:7])[CH3:2].[OH-].[NH4+].[Cl-].[NH4+].[S-2].[Na+].[Na+]>C(O)C.O>[CH2:1]([O:3][P:4]([CH2:9][NH:10][C:11]1[C:20]2[C:15](=[CH:16][CH:17]=[CH:18][CH:19]=2)[C:14]([N+:21]([O-:23])=[O:22])=[CH:13][C:12]=1[NH2:24])(=[O:8])[O:5][CH2:6][CH3:7])[CH3:2] |f:1.2,3.4,5.6.7|. Reported procedure: 1.352 g of (2,4 dinitro-1-naphthylamino)-methanephosphonic acid diethyl ester is dissolved in 32 ml of ethanol and 23 ml of water, to it is added 4.4 ml of 25% ammonium hydroxide solution, 1.61 g of ammonium chloride and 2.81 g of 35% sodium sulfide and the solution is heated for a few hours to 90° C. The ethanol-water mixture is concentrated by evaporation on a rotary evaporator, taken up in water, extracted with ethyl acetate, washed with brine, dried and spun in. The crude product is chromato...